From a dataset of the Open Reaction Database (ORD), a public repository of structured organic reaction records. describe an organic reaction: reactants, conditions, products, and yield Reactants: CN(C(=O)c1cc2c(s1)-c1ccc(Br)cc1OCC2)c1ccccc1Cl, OB(O)c1cccnc1. Yields the product CN(C(=O)c1cc2c(s1)-c1ccc(-c3cccnc3)cc1OCC2)c1ccccc1Cl. RXN SMILES: [Br:1][c:2]1[cH:3][cH:4][c:5]2[c:6]([cH:26]1)[O:7][CH2:8][CH2:9][c:10]1[c:11]-2[s:12][c:13]([C:15](=[O:16])[N:17]([CH3:18])[c:19]2[c:20]([Cl:25])[cH:21][cH:22][cH:23][cH:24]2)[cH:14]1.[n:27]1[cH:28][c:29]([B:33]([OH:34])[OH:35])[cH:30][cH:31][cH:32]1>>[c:2]1(-[c:29]2[cH:28][n:27][cH:32][cH:31][cH:30]2)[cH:3][cH:4][c:5]2[c:6]([cH:26]1)[O:7][CH2:8][CH2:9][c:10]1[c:11]-2[s:12][c:13]([C:15](=[O:16])[N:17]([CH3:18])[c:19]2[c:20]([Cl:25])[cH:21][cH:22][cH:23][cH:24]2)[cH:14]1. The reactants are ClC=1C=C(C=NC1OC=1N=CC2=CC=CC=C2C1)N (5-chloro-6-(isoquinolin-3-yloxy)pyridin-3-amine), FC(C1=CC=C(C=C1)S(=O)(=O)Cl)(F)F (4-(trifluoromethyl)benzene-1-sulfonyl chloride). Procedure details: The title compound was prepared by reacting 5-chloro-6-(isoquinolin-3-yloxy)pyridin-3-amine (obtained as per procedure described in preparation 2) and 4-(trifluoromethyl)benzene-1-sulfonyl chloride. As a reaction SMILES: [Cl:1][C:2]1[CH:3]=[C:4]([NH2:19])[CH:5]=[N:6][C:7]=1[O:8][C:9]1[N:10]=[CH:11][C:12]2[C:17]([CH:18]=1)=[CH:16][CH:15]=[CH:14][CH:13]=2.[F:20][C:21]([F:33])([F:32])[C:22]1[CH:27]=[CH:26][C:25]([S:28](Cl)(=[O:30])=[O:29])=[CH:24][CH:23]=1>>[Cl:1][C:2]1[CH:3]=[C:4]([NH:19][S:28]([C:25]2[CH:24]=[CH:23][C:22]([C:21]([F:20])([F:32])[F:33])=[CH:27][CH:26]=2)(=[O:30])=[O:29])[CH:5]=[N:6][C:7]=1[O:8][C:9]1[N:10]=[CH:11][C:12]2[C:17]([CH:18]=1)=[CH:16][CH:15]=[CH:14][CH:13]=2. Yields the product ClC=1C=C(C=NC1OC=1N=CC2=CC=CC=C2C1)NS(=O)(=O)C1=CC=C(C=C1)C(F)(F)F (N-(5-Chloro-6-(isoquinolin-3-yloxy)pyridin-3-yl)-4-(trifluoromethyl)benzenesulfonamide). Starting materials: CS(=O)C1=CC=C(N)C=C1 (4-methylsulfinylaniline), FC1=C(C=C(C=O)C=C1)OC (4-fluoro-3-methoxybenzaldehyde). Yields the product FC1=C(C=C(C=NC2=CC=C(C=C2)S(=O)C)C=C1)OC (N-(4-Fluoro-3-methoxybenzyliden)-4-methylsulfinylaniline). As a reaction SMILES: [CH3:1][S:2]([C:4]1[CH:10]=[CH:9][C:7]([NH2:8])=[CH:6][CH:5]=1)=[O:3].[F:11][C:12]1[CH:19]=[CH:18][C:15]([CH:16]=O)=[CH:14][C:13]=1[O:20][CH3:21]>>[F:11][C:12]1[CH:19]=[CH:18][C:15]([CH:16]=[N:8][C:7]2[CH:9]=[CH:10][C:4]([S:2]([CH3:1])=[O:3])=[CH:5][CH:6]=2)=[CH:14][C:13]=1[O:20][CH3:21]. Procedure details: Following a similar procedure to that described in section a of example 1, but starting from 4-methylsulfinylaniline (obtained in reference example 2) instead of 4-methylsulfonylaniline and from 4-fluoro-3-methoxybenzaldehyde instead of 4-isopropoxybenzaldehyde, the desired compound was obtained, which was directly used in the next step.